This data is from the Open Reaction Database (ORD), a public repository of structured organic reaction records. The task is: describe an organic reaction: reactants, conditions, products, and yield Reactants: CC(=O)Cl, CCN(C(C)C)C(C)C, CC(=O)N(c1ccc(Cl)cc1)C1CC(C)N(C(=O)c2ccc(OCCCN3CCNCC3)cc2)c2ccccc21, ClCCl. The product is CC(=O)N1CCN(CCCOc2ccc(C(=O)N3c4ccccc4C(N(C(C)=O)c4ccc(Cl)cc4)CC3C)cc2)CC1. RXN SMILES: [C:41]([CH3:42])(=[O:43])[Cl:44].[CH:45]([N:46]([CH2:47][CH3:48])[CH:49]([CH3:50])[CH3:51])([CH3:52])[CH3:53].[Cl:1][c:2]1[cH:3][cH:4][c:5]([N:8]([C:9]([CH3:10])=[O:11])[CH:12]2[CH2:13][CH:14]([CH3:40])[N:15]([C:22]([c:23]3[cH:24][cH:25][c:26]([O:29][CH2:30][CH2:31][CH2:32][N:33]4[CH2:34][CH2:35][NH:36][CH2:37][CH2:38]4)[cH:27][cH:28]3)=[O:39])[c:16]3[cH:17][cH:18][cH:19][cH:20][c:21]32)[cH:6][cH:7]1.[Cl:54][CH2:55][Cl:56]>>[Cl:1][c:2]1[cH:3][cH:4][c:5]([N:8]([C:9]([CH3:10])=[O:11])[CH:12]2[CH2:13][CH:14]([CH3:40])[N:15]([C:22]([c:23]3[cH:24][cH:25][c:26]([O:29][CH2:30][CH2:31][CH2:32][N:33]4[CH2:34][CH2:35][N:36]([C:41]([CH3:42])=[O:43])[CH2:37][CH2:38]4)[cH:27][cH:28]3)=[O:39])[c:16]3[cH:17][cH:18][cH:19][cH:20][c:21]32)[cH:6][cH:7]1. The reactants are ClC1=C(C=CC(=C1)Cl)C#CC(=O)Cl ((2,4-dichlorophenyl)propynoic acid chloride), ClC1=C(OCCN(CC)CC)C=CC(=C1)N ([2-(2-chloro-4-aminophenoxy)ethyl]diethylamine). Solvent: C1(=CC=CC=C1)C (toluene), C1(=CC=CC=C1)C (toluene). Reaction conditions: time 4 hour. Product: ClC=1C=C(C=CC1OCCN(CC)CC)NC(C#CC1=C(C=C(C=C1)Cl)Cl)=O (3-(2,4-dichlorophenyl)propynoic acid-[3-chloro-4-(2-diethylaminoethoxy)phenyl]amide). As a reaction SMILES: [Cl:1][C:2]1[CH:7]=[C:6]([Cl:8])[CH:5]=[CH:4][C:3]=1[C:9]#[C:10][C:11](Cl)=[O:12].[Cl:14][C:15]1[CH:28]=[C:27]([NH2:29])[CH:26]=[CH:25][C:16]=1[O:17][CH2:18][CH2:19][N:20]([CH2:23][CH3:24])[CH2:21][CH3:22]>C1(C)C=CC=CC=1>[Cl:14][C:15]1[CH:28]=[C:27]([NH:29][C:11](=[O:12])[C:10]#[C:9][C:3]2[CH:4]=[CH:5][C:6]([Cl:8])=[CH:7][C:2]=2[Cl:1])[CH:26]=[CH:25][C:16]=1[O:17][CH2:18][CH2:19][N:20]([CH2:23][CH3:24])[CH2:21][CH3:22]. Procedure: 0.37 g (1.58 mmol) of (2,4-dichlorophenyl)propynoic acid chloride is dissolved in 15 mL of absolute toluene and while cooling with ice combined with 0.77 g (3.16 mmol) of [2-(2-chloro-4-aminophenoxy)ethyl]diethylamine, dissolved in 10 mL of absolute toluene, and stirred for 4 hours at ambient temperature. Then the reaction mixture is extracted with ethyl acetate and dilute aqueous ammonia solution. The organic phase is extracted with water and dried over sodium sulfate. The purification is carri... Solvent: C(C)(=O)O (acetic acid). Starting materials: solution, OO (hydrogen peroxide), NC1=NC=C(C(=O)N)C=C1 (6-Aminonicotinamide). Reported procedure: 6-Aminonicotinamide, 50 g, was dissolved in warm glacial acetic acid, 500 ml. To this clear solution 30% hydrogen peroxide, 80 ml was slowly added with agitation. The mixture was then heated to 100° C. for 5 hours. The light brownish solution thus formed was evaporated to a syrupy residue which crystallized on cooling in an ice water bath. The crystals were washed with acetone and dried. The yield of practically pure 6-aminonicotinamide-1-oxide was 51.6 g. This product had a mobility (Rf) of 0.4... RXN SMILES: [NH2:1][C:2]1[CH:10]=[CH:9][C:5]([C:6]([NH2:8])=[O:7])=[CH:4][N:3]=1.[OH:11]O>C(O)(=O)C>[NH2:1][C:2]1[CH:10]=[CH:9][C:5]([C:6]([NH2:8])=[O:7])=[CH:4][N+:3]=1[O-:11]. Run at temperature 100 celsius. Product: NC1=[N+](C=C(C(=O)N)C=C1)[O-] (6-Aminonicotinamide-1-oxide). Reaction conditions: time 2 day. The reagents and catalysts are [Pd] (palladium on carbon). As a reaction SMILES: [CH3:1][O:2][C:3]([C@@H:5]([NH:13][C:14]([C@@H:16]([NH2:21])[CH2:17][C:18]([OH:20])=[O:19])=[O:15])[CH2:6][C:7]1[CH:12]=[CH:11][CH:10]=[CH:9][CH:8]=1)=[O:4].Cl.[CH3:23][C:24]([CH3:29])([CH3:28])[CH2:25][CH:26]=O.C(=O)([O-])O.[Na+]>CO.[Pd]>[CH3:23][C:24]([CH2:25][CH2:26][NH:21][C@H:16]([C:14]([NH:13][C@H:5]([C:3]([O:2][CH3:1])=[O:4])[CH2:6][C:7]1[CH:12]=[CH:11][CH:10]=[CH:9][CH:8]=1)=[O:15])[CH2:17][C:18]([OH:20])=[O:19])([CH3:29])[CH3:28] |f:0.1,3.4|. The product is CC(C)(C)CCN[C@@H](CC(=O)O)C(=O)N[C@@H](CC1=CC=CC=C1)C(=O)OC (neotame). Reported procedure: Aspartame hydrochloride salt (10 mmol) and 3,3-dimethylbutyraldehyde (10 mmol) were dissolved in methanol (100 ml) in a hydrogenation vessel. Sodium hydrogen carbonate (NaHCO3, 12 mmol) and 5% palladium on carbon (100 mg) were added. The mixture was hydrogenated at 30-40 psi for 2 days at room temperature. After completion of the reaction, the catalyst was removed from the reaction mixture by filtration and washed with methanol (3×20 ml). The combined organic solvent was removed under reduced pr... The yield is 90.0%. The reactants are COC(=O)[C@H](CC1=CC=CC=C1)NC(=O)[C@H](CC(=O)O)N.Cl (Aspartame hydrochloride), CC(CC=O)(C)C (3,3-dimethylbutyraldehyde), C(O)([O-])=O.[Na+] (Sodium hydrogen carbonate). Run in CO (methanol). Reactants: C(#N)C=1C=NC=CC1 (3-cyanopyridine), C(C1=CC=CC=C1)N1C(=NC=C1)C=1C=NC=CC1 (3-(1-benzyl-1H-imidazol-2-yl)pyridine), ( i ), N1=CC(=CC=C1)B(O)O (3-pyridyl boronic acid), B(C1=CC(=CC=C1)F)(O)O (FPBA). The solvent is ClCCl.CO (dichloromethane methanol). Yields the product N1=CC(=CC=C1)C1=NC=C(C=N1)C1=CN=C(N1)C=1C=NC=CC1 (2-(pyridin-3-yl)-5-(2-(pyridin-3-yl)-1H-imidazol-5-yl)pyrimidine), C(C1=CC=CC=C1)N1C(=NC=C1)C=1C=NC=CC1 (3-(1-Benzyl-1H-imidazol-2-yl)pyridine). RXN SMILES: [N:1]1[CH:6]=[CH:5][CH:4]=[C:3](B(O)O)[CH:2]=1.[CH2:10]([N:17]1[CH:21]=[CH:20][N:19]=[C:18]1[C:22]1[CH:23]=[N:24][CH:25]=[CH:26][CH:27]=1)[C:11]1[CH:16]=[CH:15][CH:14]=[CH:13][CH:12]=1.[C:28]([C:30]1[CH:31]=[N:32][CH:33]=CC=1)#[N:29].B(O)(O)C1C=CC=C(F)C=1>ClCCl.CO>[N:1]1[CH:6]=[CH:5][CH:4]=[C:3]([C:33]2[N:29]=[CH:28][C:30]([C:21]3[NH:17][C:18]([C:22]4[CH:23]=[N:24][CH:25]=[CH:26][CH:27]=4)=[N:19][CH:20]=3)=[CH:31][N:32]=2)[CH:2]=1.[CH2:10]([N:17]1[CH:21]=[CH:20][N:19]=[C:18]1[C:22]1[CH:23]=[N:24][CH:25]=[CH:26][CH:27]=1)[C:11]1[CH:12]=[CH:13][CH:14]=[CH:15][CH:16]=1 |f:4.5|. Procedure details: The title compound was prepared by the method described in Example 1, except that (i) commercially available 3-pyridyl boronic acid was used instead of benzene boronic acid in Step A, and (ii) 3-(1-benzyl-1H-imidazol-2-yl)pyridine was used instead of 1-benzyl-2-phenyl-1H-imidazole in Step C. 3-(1-Benzyl-1H-imidazol-2-yl)pyridine was prepared by the method described in Example 8, Steps A and B except the commercially available 3-cyanopyridine was used instead of 3-fluorobenzonitrile; Rf 0.35 with... Starting materials: ClC1=CC(=C(S1)NC(C)=O)S(N)(=O)=O (N-(5-chloro-3-sulfamoylthiophen-2-yl)-acetamide), C1(CCCC1)N=C=S (cyclopentyl isothiocyanate). Product: ClC1=CC(=C(S1)NC(C)=O)S(NC(NC1CCCC1)=S)(=O)=O (N-[5-Chloro-3-(cyclopentylthiocarbamoyl)sulfamoylthiophen-2-yl]acetamide). As a reaction SMILES: [Cl:1][C:2]1[S:6][C:5]([NH:7][C:8](=[O:10])[CH3:9])=[C:4]([S:11](=[O:14])(=[O:13])[NH2:12])[CH:3]=1.[CH:15]1([N:20]=[C:21]=[S:22])[CH2:19][CH2:18][CH2:17][CH2:16]1>>[Cl:1][C:2]1[S:6][C:5]([NH:7][C:8](=[O:10])[CH3:9])=[C:4]([S:11](=[O:13])(=[O:14])[NH:12][C:21](=[S:22])[NH:20][CH:15]2[CH2:19][CH2:18][CH2:17][CH2:16]2)[CH:3]=1. Procedure: The title compound was prepared from N-(5-chloro-3-sulfamoylthiophen-2-yl)-acetamide and cyclopentyl isothiocyanate by a procedure analogous to the procedure described in example 15a (yield of crude product: 93%); 1H-NMR (DMSO-d6): δ1.3-2.0 (m, 8H, (CH2)4), 2.28 (s, 3H, CH3), 4.32 (sext, 1H, CH), 7.16 (s, 1H, H-4), 8.48 (br d, 1H, NH), 10.23 (br s, 1H, NH). Starting materials: N1C(=NC=C1)C(CC(=O)Cl)CN (3-(2-imidazolyl)-4-aminobutanoic acid chloride), CO (methanol). The solvent is N1=CC=CC=C1 (pyridine). Yields the product COC(CC(CN)C=1NC=CN1)=O (3-(2-imidazolyl)-4-aminobutanoic acid methyl ester). As a reaction SMILES: [NH:1]1[CH:5]=[CH:4][N:3]=[C:2]1[CH:6]([CH2:11][NH2:12])[CH2:7][C:8](Cl)=[O:9].[CH3:13][OH:14]>N1C=CC=CC=1>[CH3:13][O:14][C:8](=[O:9])[CH2:7][CH:6]([C:2]1[NH:1][CH:5]=[CH:4][N:3]=1)[CH2:11][NH2:12]. Procedure details: 0.01 mol of the compound obtained in stage A of Example 16 is dissolved in 30 cm3 of pyridine. 1 cm3 of methanol is added. The whole is heated under reflux for five hours, the reaction medium is evaporated in vacuo on a water bath. The residue is dried and purified by chromatography. The reactants are C1CCOC1, CN(c1cc([N+](=O)[O-])ccc1C(=O)N1CCOCC1)S(C)(=O)=O, CO, [Cl-], [NH4+], [Zn]. Product: CN(c1cc(N)ccc1C(=O)N1CCOCC1)S(C)(=O)=O. RXN SMILES: [CH2:26]1[O:27][CH2:28][CH2:29][CH2:30]1.[CH3:1][N:2]([S:3](=[O:4])(=[O:5])[CH3:6])[c:7]1[c:8]([C:16](=[O:17])[N:18]2[CH2:19][CH2:20][O:21][CH2:22][CH2:23]2)[cH:9][cH:10][c:11]([N+:13]([O-:14])=[O:15])[cH:12]1.[CH3:31][OH:32].[Cl-:24].[NH4+:25].[Zn:33]>>[CH3:1][N:2]([S:3](=[O:4])(=[O:5])[CH3:6])[c:7]1[c:8]([C:16](=[O:17])[N:18]2[CH2:19][CH2:20][O:21][CH2:22][CH2:23]2)[cH:9][cH:10][c:11]([NH2:13])[cH:12]1. The reactants are O (water), [H-].[Na+] (sodium hydride), C(C1=CC=CC=C1)Br (benzyl bromide), C1(=CC=CC=C1)C1OCC(CO1)O (2-phenyl-m-dioxan-5-ol). Solvent: CN(C=O)C (dimethylformamide). Run at time 20 minute. The product is C(C1=CC=CC=C1)OC1COC(OC1)C1=CC=CC=C1 (5-(Benzyloxy)-2-phenyl-m-dioxane). Yield: 90.0%. RXN SMILES: [H-].[Na+].[C:3]1([CH:9]2[O:14][CH2:13][CH:12]([OH:15])[CH2:11][O:10]2)[CH:8]=[CH:7][CH:6]=[CH:5][CH:4]=1.[CH2:16](Br)[C:17]1[CH:22]=[CH:21][CH:20]=[CH:19][CH:18]=1.O>CN(C)C=O>[CH2:16]([O:15][CH:12]1[CH2:13][O:14][CH:9]([C:3]2[CH:4]=[CH:5][CH:6]=[CH:7][CH:8]=2)[O:10][CH2:11]1)[C:17]1[CH:22]=[CH:21][CH:20]=[CH:19][CH:18]=1 |f:0.1|. Procedure: To a suspension of about 19.63 g of about 50% sodium hydride in about 450 ml of dimethylformamide was added, portionwise, over about 15 minutes about 67 g of 2-phenyl-m-dioxan-5-ol. After stirring about 20 minutes, the mixture was cooled in ice and about 69.95 g of benzyl bromide was added dropwise over about 20 minutes. The mixture was stirred at room temperature overnight, water was added and the solid collected. This solid was dissolved in hot toluene, dried, filtered and diluted with an equa... The reactants are BrC1=CC=CC(=N1)C(CCCC)O (1-(6-bromo-2-pyridinyl)-1-pentanol). The reagents and catalysts are [O-2].[Mn+2] (manganese oxide). Run in C(Cl)(Cl)Cl (chloroform). Conditions: time 3.5 hour. The product is BrC1=CC=CC(=N1)C(CCCC)=O (1-(6-Bromo-2-pyridinyl)-1-pentanone). Yield: 62.2%. As a reaction SMILES: [Br:1][C:2]1[N:7]=[C:6]([CH:8]([OH:13])[CH2:9][CH2:10][CH2:11][CH3:12])[CH:5]=[CH:4][CH:3]=1>C(Cl)(Cl)Cl.[O-2].[Mn+2]>[Br:1][C:2]1[N:7]=[C:6]([C:8](=[O:13])[CH2:9][CH2:10][CH2:11][CH3:12])[CH:5]=[CH:4][CH:3]=1 |f:2.3|. Procedure details: To a stirring solution of 1-(6-bromo-2-pyridinyl)-1-pentanol (1.01 g, 4.15 mmol) in chloroform (27 mL) was added manganese oxide (14.24 g, 0.16 mol) portion-wise over 4 h. The mixture was then left to stir for an additional 3.5 h and was then filtered through celite placed directly on the top of a SPE (silica, 20 g cartridge) eluting with chloroform. The filtrate was reduce under vacuum and then purified further by SPE (silica, 20 g cartridge) eluting with cyclohexane:EtOAc (gradient 100:1 to 5:...